From a dataset of the Open Reaction Database (ORD), a public repository of structured organic reaction records. describe an organic reaction: reactants, conditions, products, and yield Reactants: [Si](C)(C)(C(C)(C)C)OCCOC1=CC=C(N)C=C1 (4-(2-((tert-butyldimethylsilyl)oxy)ethoxy)aniline), ClC1=NC=C(C(=N1)NC=1C=C(C=CC1)NC(C=C)=O)F (N-(3-((2-chloro-5-fluoropyrimidin-4-yl)amino)phenyl)acrylamide), C(Cl)(Cl)Cl.CO (CHCl3 methanol). The solvent is C(CCC)O (butanol), C(CCC)O (1-butanol). The product is [Si](C)(C)(C(C)(C)C)OCCOC1=CC=C(C=C1)NC1=NC=C(C(=N1)NC=1C=C(C=CC1)NC(C=C)=O)F (N-(3-((2-((4-(2-((tert-butyldimethylsilyl)oxy)ethoxy)phenyl)amino)-5-fluoropyrimidin-4-yl)amino)phenyl)acrylamide). The yield is 11.6%. As a reaction SMILES: [Si:1]([O:8][CH2:9][CH2:10][O:11][C:12]1[CH:18]=[CH:17][C:15]([NH2:16])=[CH:14][CH:13]=1)([C:4]([CH3:7])([CH3:6])[CH3:5])([CH3:3])[CH3:2].Cl[C:20]1[N:25]=[C:24]([NH:26][C:27]2[CH:28]=[C:29]([NH:33][C:34](=[O:37])[CH:35]=[CH2:36])[CH:30]=[CH:31][CH:32]=2)[C:23]([F:38])=[CH:22][N:21]=1.C(Cl)(Cl)Cl.CO>C(O)CCC>[Si:1]([O:8][CH2:9][CH2:10][O:11][C:12]1[CH:18]=[CH:17][C:15]([NH:16][C:20]2[N:25]=[C:24]([NH:26][C:27]3[CH:28]=[C:29]([NH:33][C:34](=[O:37])[CH:35]=[CH2:36])[CH:30]=[CH:31][CH:32]=3)[C:23]([F:38])=[CH:22][N:21]=2)=[CH:14][CH:13]=1)([C:4]([CH3:7])([CH3:6])[CH3:5])([CH3:3])[CH3:2] |f:2.3|. Procedure: A solution of 4-(2-((tert-butyldimethylsilyl)oxy)ethoxy)aniline (4.02 g) and N-(3-((2-chloro-5-fluoropyrimidin-4-yl)amino)phenyl)acrylamide (4.0 g) in 1-butanol (10 mL) was heated to 135° C. for 3 hr. The reaction was monitored on TLC using CHCl3:methanol (9.5:0.5) as mobile phase. After completion of the reaction, butanol was removed under reduced pressure and water was added. The mixture was extracted with ethyl acetate. Organic layer was dried over sodium sulfate and solvent was removed under... Starting materials: BrB(Br)Br, COc1cccc(S(=O)(=O)NC(C)=O)c1, ClCCl. Product: CC(=O)NS(=O)(=O)c1cccc(O)c1. Reaction SMILES: [B:16]([Br:17])([Br:18])[Br:19].[CH3:1][O:2][c:3]1[cH:4][c:5]([S:9](=[O:10])(=[O:11])[NH:12][C:13]([CH3:14])=[O:15])[cH:6][cH:7][cH:8]1.[Cl:20][CH2:21][Cl:22]>>[OH:2][c:3]1[cH:4][c:5]([S:9](=[O:10])(=[O:11])[NH:12][C:13]([CH3:14])=[O:15])[cH:6][cH:7][cH:8]1. Reactants: OC[C@@H](CC1=CC=CC=C1)N ((R)-1-hydroxymethyl-2-phenyl-ethylamine), S1C(=S)NC(=O)C1 (rhodanine), C(C)(C)N(CC)C(C)C (DIEA). The product is OCC(CC1=CC=CC=C1)NC=1SCC(N1)=O (2-(1-hydroxymethyl-2-phenyl-ethylamino)-thiazol-4-one). RXN SMILES: [OH:1][CH2:2][C@H:3]([NH2:11])[CH2:4][C:5]1[CH:10]=[CH:9][CH:8]=[CH:7][CH:6]=1.[S:12]1[CH2:18][C:16](=[O:17])[NH:15][C:13]1=S.C(N(C(C)C)CC)(C)C>>[OH:1][CH2:2][CH:3]([NH:11][C:13]1[S:12][CH2:18][C:16](=[O:17])[N:15]=1)[CH2:4][C:5]1[CH:6]=[CH:7][CH:8]=[CH:9][CH:10]=1. Procedure: Similar procedure as described in example 1f was used, starting (R)-1-hydroxymethyl-2-phenyl-ethylamine, rhodanine (2-thioxo-thiazolin-4-one) and DIEA (diisopropylethyl-amine) to give 2-(1-hydroxymethyl-2-phenyl-ethylamino)-thiazol-4-one. LC-MS m/e 251 (MH+). Reactants: N#N (N2), ClC1=C2C=CC=CC2=C(C2=CC=CC=C12)C=O (10-chloroanthracene-9-carbaldehyde), NC(CO)(CO)C (2-amino-2-methyl-1,3-propanediol), O.C1(=CC=C(C=C1)S(=O)(=O)O)C (p-toluenesulfonic acid monohydrate), [BH4-].[Na+] (NaBH4), CS(=O)(=O)O (CH3SO3H), [OH-].[Na+] (NaOH). Solvent: C1(=CC=CC=C1)C (PhCH3), CO (CH3OH), O (H2O). Reaction conditions: time 8 hour. Yields the product CS(=O)(=O)OCC(CO)(C)NCC=1C2=CC=CC=C2C(=C2C=CC=CC12)Cl (2-(((10-chloro-9-anthracenyl)methyl)amino)-2-methyl-1,3-propanediol methanesulfonate). Reaction SMILES: N#N.[Cl:3][C:4]1[C:17]2[C:12](=[CH:13][CH:14]=[CH:15][CH:16]=2)[C:11]([CH:18]=O)=[C:10]2[C:5]=1[CH:6]=[CH:7][CH:8]=[CH:9]2.[NH2:20][C:21]([CH3:26])([CH2:24][OH:25])[CH2:22][OH:23].O.C1(C)C=C[C:31]([S:34](O)(=[O:36])=[O:35])=CC=1.[BH4-].[Na+].[OH-].[Na+].CS(O)(=O)=O>CO.O.C1(C)C=CC=CC=1>[CH3:31][S:34]([O:23][CH2:22][C:21]([NH:20][CH2:18][C:11]1[C:10]2[C:5]([C:4]([Cl:3])=[C:17]3[C:12]=1[CH:13]=[CH:14][CH:15]=[CH:16]3)=[CH:6][CH:7]=[CH:8][CH:9]=2)([CH3:26])[CH2:24][OH:25])(=[O:36])=[O:35] |f:3.4,5.6,7.8|. Procedure: To a RB flask equipped with magnetic stirring bar, condenser, Dean-Stark trap and N2 bubbler was added 10-chloroanthracene-9-carbaldehyde (Aldrich, 50.0 g, 0.208 mol, 2-amino-2-methyl-1,3-propanediol (Aldrich, 43.7 g, 0.415 mol) p-toluenesulfonic acid monohydrate (Aldrich, 3.98 g, 20.8 mmol) and PhCH3 (750 mL). The mixture was refluxed for 3.5 h with azeotropic removal of H2O. Most of the PhCH3 was then distilled from the mixture. The mixture was then cooled to 0° and diluted with abs. EtOH (700... The reactants are COc1ccc(N2CCC(N3CCC(NC(=O)CNC(=O)c4cccc(C(F)(F)F)c4)C3)CC2)cn1, COc1ccc(N2CCC(=O)CC2)cn1, O=C1CCN(C(=O)OCc2ccccc2)CC1. Yields the product O=C(CNC(=O)c1cccc(C(F)(F)F)c1)NC1CCN(C2CCN(C(=O)OCc3ccccc3)CC2)C1. RXN SMILES: [CH3:1][O:2][c:3]1[n:4][cH:5][c:6]([N:9]2[CH2:10][CH2:11][CH:12]([N:15]3[CH2:16][CH:17]([NH:20][C:21]([CH2:22][NH:23][C:24]([c:25]4[cH:26][c:27]([C:31]([F:32])([F:33])[F:34])[cH:28][cH:29][cH:30]4)=[O:35])=[O:36])[CH2:18][CH2:19]3)[CH2:13][CH2:14]2)[cH:7][cH:8]1.[CH3:54][O:55][c:56]1[n:57][cH:58][c:59]([N:60]2[CH2:61][CH2:62][C:63](=[O:64])[CH2:65][CH2:66]2)[cH:67][cH:68]1.[O:37]=[C:38]1[CH2:39][CH2:40][N:41]([C:44](=[O:45])[O:46][CH2:47][c:48]2[cH:49][cH:50][cH:51][cH:52][cH:53]2)[CH2:42][CH2:43]1>>[N:9]1([C:44](=[O:45])[O:46][CH2:47][c:48]2[cH:49][cH:50][cH:51][cH:52][cH:53]2)[CH2:10][CH2:11][CH:12]([N:15]2[CH2:16][CH:17]([NH:20][C:21]([CH2:22][NH:23][C:24]([c:25]3[cH:26][c:27]([C:31]([F:32])([F:33])[F:34])[cH:28][cH:29][cH:30]3)=[O:35])=[O:36])[CH2:18][CH2:19]2)[CH2:13][CH2:14]1. Starting materials: N1C=NC=C1 (Imidazole), N([C@@H]([C@@H](C)CC)C(=O)N1[C@H](C(=O)N)CCC1)C(=O)OC(C)(C)C (BocIleProNH2), O=P(Cl)(Cl)Cl (POCl3). Solvent: N1=CC=CC=C1 (pyridine). Conditions: time 60 minute. Product: C(#N)[C@H]1N(CCC1)C([C@@H](NC(=O)OC(C)(C)C)[C@@H](C)CC)=O (2-(S)-cyano-1-[N-(t-butoxycarbonyl) isoleucyl]pyrrolidine). Yield: 94.0%. As a reaction SMILES: N1C=CN=C1.[NH:6]([C:22]([O:24][C:25]([CH3:28])([CH3:27])[CH3:26])=[O:23])[C@H:7]([C:12]([N:14]1[CH2:21][CH2:20][CH2:19][C@H:15]1[C:16]([NH2:18])=O)=[O:13])[C@H:8]([CH2:10][CH3:11])[CH3:9].O=P(Cl)(Cl)Cl>N1C=CC=CC=1>[C:16]([C@@H:15]1[CH2:19][CH2:20][CH2:21][N:14]1[C:12](=[O:13])[C@H:7]([C@H:8]([CH2:10][CH3:11])[CH3:9])[NH:6][C:22]([O:24][C:25]([CH3:26])([CH3:28])[CH3:27])=[O:23])#[N:18]. Reported procedure: Imidazole (84 mg, 1.24 mmol) was added to a solution of BocIleProNH2 in dry pyridine (10 cm3), under a nitrogen atmosphere. The solution was cooled to −35° C., before the dropwise addition of POCl3 (0.25 cm3, 2.48 mmol). The reaction was stirred at −30° C. to −20° C. for 60 min. The solution was then evaporated and the crude residue subjected to column chromatography (silica gel) to yield 180 mg (94%) of 2-(S)-cyano-1-[N-(t-butoxycarbonyl) isoleucyl]pyrrolidine as a colourless oil. Reactants: COc1ccc([N+](=O)[O-])cc1Br, O=C([O-])[O-], CC1CNCC(C)N1, CCOC(C)=O, [Cs+], [Cs+], CC(=O)[O-], CC(=O)[O-], C1CCOC1, [Pd+2]. Product: COc1ccc([N+](=O)[O-])cc1N1CC(C)NC(C)C1. RXN SMILES: [Br:7][c:8]1[c:9]([O:17][CH3:18])[cH:10][cH:11][c:12]([N+:14](=[O:15])[O-:16])[cH:13]1.[C:1](=[O:2])([O-:3])[O-:4].[CH3:19][CH:20]1[NH:21][CH:22]([CH3:26])[CH2:23][NH:24][CH2:25]1.[CH3:32][CH2:33][O:34][C:35](=[O:36])[CH3:37].[Cs+:5].[Cs+:6].[O-:39][C:40]([CH3:41])=[O:42].[O-:43][C:44]([CH3:45])=[O:46].[O:27]1[CH2:28][CH2:29][CH2:30][CH2:31]1.[Pd+2:38]>>[c:8]1([N:24]2[CH2:23][CH:22]([CH3:26])[NH:21][CH:20]([CH3:19])[CH2:25]2)[c:9]([O:17][CH3:18])[cH:10][cH:11][c:12]([N+:14](=[O:15])[O-:16])[cH:13]1.